Dataset: the Open Reaction Database (ORD), a public repository of structured organic reaction records. Task: describe an organic reaction: reactants, conditions, products, and yield The reactants are CCN=C=NCCCN(C)C (EDCI), NC=1C=C(C(=O)OC)C=CC1 (methyl 3-aminobenzoate), C1(CCCC1)C(=O)NC=1C=C2C(=C(N(C2=CC1)CCCC(=O)O)COC1=CC2=CC=CC=C2C=C1)C(=O)N1CCCC1 (4-[5-[(cyclopentylcarbonyl)amino]-2-[(2-naphthyloxy)methyl]-3-(1-pyrrolidinylcarbonyl)-1H-indol-1-yl]butanoic acid), C1CCOC1 (THF). Reagents/catalysts: CN(C)C=1C=CN=CC1 (DMAP). Solvent: C(C)(=O)OCC.O (ethyl acetate water). Conditions: temperature 25 celsius, time 2 day. Yields the product C1(CCCC1)C(=O)NC=1C=C2C(=C(N(C2=CC1)CCCC(=O)NC=1C=C(C(=O)O)C=CC1)COC1=CC2=CC=CC=C2C=C1)C(=O)N1CCCC1 (3-({4-[5-[(cyclopentylcarbonyl)amino]-2-[(2-naphthyloxy)methyl]-3-(1-pyrrolidinylcarbonyl)-1H-indol-1-yl]butanoyl}amino)benzoic acid). Isolated yield 88.0%. As a reaction SMILES: [CH:1]1([C:6]([NH:8][C:9]2[CH:10]=[C:11]3[C:15](=[CH:16][CH:17]=2)[N:14]([CH2:18][CH2:19][CH2:20][C:21](O)=[O:22])[C:13]([CH2:24][O:25][C:26]2[CH:35]=[CH:34][C:33]4[C:28](=[CH:29][CH:30]=[CH:31][CH:32]=4)[CH:27]=2)=[C:12]3[C:36]([N:38]2[CH2:42][CH2:41][CH2:40][CH2:39]2)=[O:37])=[O:7])[CH2:5][CH2:4][CH2:3][CH2:2]1.CCN=C=NCCCN(C)C.[NH2:54][C:55]1[CH:56]=[C:57]([CH:62]=[CH:63][CH:64]=1)[C:58]([O:60]C)=[O:59].C1COCC1>CN(C1C=CN=CC=1)C.C(OCC)(=O)C.O>[CH:1]1([C:6]([NH:8][C:9]2[CH:10]=[C:11]3[C:15](=[CH:16][CH:17]=2)[N:14]([CH2:18][CH2:19][CH2:20][C:21]([NH:54][C:55]2[CH:56]=[C:57]([CH:62]=[CH:63][CH:64]=2)[C:58]([OH:60])=[O:59])=[O:22])[C:13]([CH2:24][O:25][C:26]2[CH:35]=[CH:34][C:33]4[C:28](=[CH:29][CH:30]=[CH:31][CH:32]=4)[CH:27]=2)=[C:12]3[C:36]([N:38]2[CH2:39][CH2:40][CH2:41][CH2:42]2)=[O:37])=[O:7])[CH2:2][CH2:3][CH2:4][CH2:5]1 |f:5.6|. Reported procedure: The compound of Example 50 (1 eq) was weighed into a flask and to this was added EDCI (3 eq), DMAP (1.2 eq), methyl 3-aminobenzoate (1.2 eq) followed by anhydrous THF (0.04M) and the reaction mixture was then stirred at 25° C. for 2 d. Worked up with ethyl acetate/water followed by washing the organic layer with 1N HCl, saturated bicarbonate and brine. Recrystallization from ethyl acetate/hexane afforded the desired product in 88% yield. The reactants are COC1CCC(=O)OCC1 (4-methoxycaprolactone), N (ammonia). Yields the product OCCC1CCC(N1)=O (5-hydroxyethylpyrrolidone). As a reaction SMILES: CO[CH:3]1[CH2:10][CH2:9][O:8][C:6](=[O:7])[CH2:5][CH2:4]1.[NH3:11]>>[OH:8][CH2:9][CH2:10][CH:3]1[NH:11][C:6](=[O:7])[CH2:5][CH2:4]1. Reported procedure: 30 g of 4-methoxycaprolactone were stirred at 330° C. for 1 hour together with 100 g of 25% strength aqueous ammonia in the same manner as described in Example 4. After cooling and depressurizing the autoclave and working up the reaction mixture by distillation, 9.1 g of 5-hydroxyethylpyrrolidone were obtained (34%, based on the 4-methoxycaprolactone employed) and identified by NMR spectroscopy. Reactants: Mg, C(CCC)I (n-butyl iodide), Cl (HCl), FC1=CC=C(C=C1)C1=NC=C(C=C1)C#N (2-(4-fluorophenyl)-5-cyanopyridine), Grignard reagent, [OH-].[Na+] (NaOH). The solvent is C1(=CC=CC=C1)C (toluene), O1CCCC1 (tetrahydrofuran), O1CCCC1 (tetrahydrofuran). Yields the product FC1=CC=C(C=C1)C1=NC=C(C=C1)C(CCCC)=O (2-(4-fluorophenyl)-5-valeroylpyridine). As a reaction SMILES: [F:1][C:2]1[CH:7]=[CH:6][C:5]([C:8]2[CH:13]=[CH:12][C:11]([C:14]#N)=[CH:10][N:9]=2)=[CH:4][CH:3]=1.[CH2:16](I)[CH2:17][CH2:18][CH3:19].Cl.[OH-:22].[Na+]>O1CCCC1.C1(C)C=CC=CC=1>[F:1][C:2]1[CH:7]=[CH:6][C:5]([C:8]2[CH:13]=[CH:12][C:11]([C:14](=[O:22])[CH2:16][CH2:17][CH2:18][CH3:19])=[CH:10][N:9]=2)=[CH:4][CH:3]=1 |f:3.4|. Procedure: A solution of 2-(4-fluorophenyl)-5-cyanopyridine (3.1 g) of Example 11 in tetrahydrofuran (30 ml) was added to a tetrahydrofuran solution (50 ml) of a Grignard reagent prepared from metallic Mg (0.6 g) and n-butyl iodide (4.4 g), followed by reacting the mixture at 60° C. for 5 hours, pouring the resulting solution in cooled 2N-HCl aqueous solution (100 ml), adding 2N-NaOH aqueous solution to make the solution alkaline, adding toluene (200 ml) to the solution, withdrawing the separated toluene l... Reactants: CC1CN(c2cc3c(cc2F)CCN3)CC(C)N1, Cc1ccc2c(c1)CCN2. Yields the product Cc1cc2c(cc1N1CC(C)NC(C)C1)NCC2. Reaction SMILES: [CH3:11][CH:12]1[CH2:13][N:14]([c:19]2[cH:20][c:21]3[c:22]([cH:26][c:27]2[F:28])[CH2:23][CH2:24][NH:25]3)[CH2:15][CH:16]([CH3:18])[NH:17]1.[CH3:1][c:2]1[cH:3][c:4]2[c:8]([cH:9][cH:10]1)[NH:7][CH2:6][CH2:5]2>>[CH3:1][c:2]1[cH:3][c:4]2[c:8]([cH:9][c:10]1[N:14]1[CH2:13][CH:12]([CH3:11])[NH:17][CH:16]([CH3:18])[CH2:15]1)[NH:7][CH2:6][CH2:5]2.